Task: describe an organic reaction: reactants, conditions, products, and yield. Dataset: the Open Reaction Database (ORD), a public repository of structured organic reaction records Starting materials: BrC(C)C#CC1=CC(=CC=C1)OC1=CC=C(C=C1)F (2-bromo-4-[3-(4-fluorophenoxy)phenyl]-3-butyne), NO (hydroxylamine). Solvent: O (water), CN1C(CCC1)=O (N-methyl-2-pyrollidinone). Run at time 2.5 hour. Product: FC1=CC=C(OC=2C=C(C=CC2)C#CC(C)NO)C=C1 (N-[4-(3-(4-fluorophenoxy)phenyl)-3-butyn-2-yl]hydroxylamine). As a reaction SMILES: Br[CH:2]([C:4]#[C:5][C:6]1[CH:11]=[CH:10][CH:9]=[C:8]([O:12][C:13]2[CH:18]=[CH:17][C:16]([F:19])=[CH:15][CH:14]=2)[CH:7]=1)[CH3:3].[NH2:20][OH:21]>CN1CCCC1=O.O>[F:19][C:16]1[CH:17]=[CH:18][C:13]([O:12][C:8]2[CH:7]=[C:6]([C:5]#[C:4][CH:2]([NH:20][OH:21])[CH3:3])[CH:11]=[CH:10][CH:9]=2)=[CH:14][CH:15]=1. Procedure details: The 2-bromo-4-[3-(4-fluorophenoxy)phenyl]-3-butyne prepared in step 2 was taken up in N-methyl-2-pyrollidinone (27 kg) and 50% aqueous hydroxylamine (21 kg) was added. The reaction mixture was agitated for 2.5 hours at ambient temperature and then was diluted with distilled water (18 kg). The layers were separated and the organic phase was concentrated in vacuo to give N-[4-(3-(4-fluorophenoxy)phenyl)-3-butyn-2-yl]hydroxylamine.